The task is: describe an organic reaction: reactants, conditions, products, and yield. This data is from the Open Reaction Database (ORD), a public repository of structured organic reaction records. RXN SMILES: [CH2:1]([NH2:8])[C:2]1[CH:7]=[CH:6][CH:5]=[CH:4][CH:3]=1.[O:9]1[CH:11]([CH2:12][CH3:13])[CH2:10]1>C(O)C>[CH2:1]([NH:8][CH2:10][CH:11]([OH:9])[CH2:12][CH3:13])[C:2]1[CH:7]=[CH:6][CH:5]=[CH:4][CH:3]=1. Procedure: To a solution of benzylamine (29.65 g, 277.0 mmol) in ethanol (40 mL) was added 1,2-epoxybutane (4 g, 55.47 mmol) and the mixture was heated to 150° C. for 2 h in a autoclave. It was concentrated and distilled at 140-150° C./2 mm Hg to give product as color less liquid, which slowly crystallizes at room temperature after 2 days. Yield: 8.5 g (85%) Reaction conditions: temperature 150 celsius. The product is C(C1=CC=CC=C1)NCC(CC)O (1-benzylamino-butan-2-ol). The solvent is C(C)O (ethanol). Reactants: C(C1=CC=CC=C1)N (benzylamine), O1CC1CC (1,2-epoxybutane). The product is Cc1ccc(CN2C(=O)C3(COc4cc5c(cc43)OCO5)c3ccccc32)cn1. The reactants are Cc1ccc(S(=O)(=O)OCc2ccc(C)nc2)cc1, CC1(C)COc2cc3c(cc21)C1(CO3)C(=O)Nc2ccccc21, O=C1Nc2ccccc2C12COc1cc3c(cc12)OCO3. RXN SMILES: [CH3:1][c:2]1[cH:3][cH:4][c:5]([S:6]([O:7][CH2:12][c:13]2[cH:14][n:15][c:16]([CH3:19])[cH:17][cH:18]2)(=[O:8])=[O:9])[cH:10][cH:11]1.[CH3:41][C:42]1([CH3:43])[CH2:44][O:45][c:46]2[cH:47][c:48]3[c:61]([cH:62][c:63]21)[C:51]1([CH2:50][O:49]3)[c:52]2[c:53]([cH:54][cH:55][cH:56][cH:57]2)[NH:58][C:59]1=[O:60].[NH:20]1[C:21](=[O:40])[C:22]2([CH2:23][O:24][c:25]3[c:26]2[cH:27][c:28]2[c:29]([cH:33]3)[O:30][CH2:31][O:32]2)[c:34]2[cH:35][cH:36][cH:37][cH:38][c:39]21>>[CH2:12]([c:13]1[cH:14][n:15][c:16]([CH3:19])[cH:17][cH:18]1)[N:20]1[C:21](=[O:40])[C:22]2([CH2:23][O:24][c:25]3[c:26]2[cH:27][c:28]2[c:29]([cH:33]3)[O:30][CH2:31][O:32]2)[c:34]2[cH:35][cH:36][cH:37][cH:38][c:39]21. Starting materials: S1C2=C(C=C1C1=CN=C3N1N=C(C(=C3C)C)Cl)C=CC=C2 (3-(benzo[b]thiophen-2-yl)-6-chloro-7,8-dimethylimidazo[1,2-b]pyridazine), CC1(C2=C(C(=CC=C2)P(C3=CC=CC=C3)C4=CC=CC=C4)OC5=C(C=CC=C51)P(C6=CC=CC=C6)C7=CC=CC=C7)C (xantphos), C([O-])([O-])=O.[K+].[K+] (potassium carbonate), COC=1C=C(N)C=CC1OC (3,4-dimethoxyaniline). Reagents/catalysts: C(C)(=O)[O-].[Pd+2].C(C)(=O)[O-] (palladium acetate). Solvent: O1CCOCC1 (dioxane). Conditions: temperature 100 celsius. Product: S1C2=C(C=C1C1=CN=C3N1N=C(C(=C3C)C)NC3=CC(=C(C=C3)OC)OC)C=CC=C2 (3-(benzo[b]thiophen-2-yl)-N-(3,4-dimethoxyphenyl)-7,8-dimethylimidazo[1,2-b]pyridazin-6-amine). The yield is 49.1%. Reaction SMILES: [S:1]1[C:5]([C:6]2[N:10]3[N:11]=[C:12](Cl)[C:13]([CH3:16])=[C:14]([CH3:15])[C:9]3=[N:8][CH:7]=2)=[CH:4][C:3]2[CH:18]=[CH:19][CH:20]=[CH:21][C:2]1=2.CC1(C)C2C(=C(P(C3C=CC=CC=3)C3C=CC=CC=3)C=CC=2)OC2C(P(C3C=CC=CC=3)C3C=CC=CC=3)=CC=CC1=2.C(=O)([O-])[O-].[K+].[K+].[CH3:70][O:71][C:72]1[CH:73]=[C:74]([CH:76]=[CH:77][C:78]=1[O:79][CH3:80])[NH2:75]>O1CCOCC1.C([O-])(=O)C.[Pd+2].C([O-])(=O)C>[S:1]1[C:5]([C:6]2[N:10]3[N:11]=[C:12]([NH:75][C:74]4[CH:76]=[CH:77][C:78]([O:79][CH3:80])=[C:72]([O:71][CH3:70])[CH:73]=4)[C:13]([CH3:16])=[C:14]([CH3:15])[C:9]3=[N:8][CH:7]=2)=[CH:4][C:3]2[CH:18]=[CH:19][CH:20]=[CH:21][C:2]1=2 |f:2.3.4,7.8.9|. Reported procedure: To a solution of 3-(benzo[b]thiophen-2-yl)-6-chloro-7,8-dimethylimidazo[1,2-b]pyridazine (89 mg, 0.284 mmol, 1.0 equiv), xantphos (33 mg, 0.0567 mmol, 0.2 equiv), palladium acetate (6 mg, 0.0284 mmol, 0.1 equiv), and potassium carbonate (784 mg, 5.67 mmol, 20 equiv) in dioxane (5.00 mL) was added 3,4-dimethoxyaniline (52 mg, 0.340 mmol, 1.0 equiv) and heated to 100° C. for 2 h. Purification by column chromatography using 2% methanol in dichloromethane elution gave the 60 mg of the brown solid, 4... The reactants are O=[N+]([O-])c1cc(Cl)cnc1Br, Oc1ccccc1F, [K+], [K+], O=C([O-])[O-], CN(C)C=O. Yields the product O=[N+]([O-])c1cc(Cl)cnc1Oc1ccccc1F. As a reaction SMILES: [Br:1][c:2]1[n:3][cH:4][c:5]([Cl:11])[cH:6][c:7]1[N+:8](=[O:9])[O-:10].[F:12][c:13]1[c:14]([OH:19])[cH:15][cH:16][cH:17][cH:18]1.[K+:20].[K+:21].[O-:22][C:23]([O-:24])=[O:25].[O:26]=[CH:27][N:28]([CH3:29])[CH3:30]>>[c:2]1([O:19][c:14]2[c:13]([F:12])[cH:18][cH:17][cH:16][cH:15]2)[n:3][cH:4][c:5]([Cl:11])[cH:6][c:7]1[N+:8](=[O:9])[O-:10]. Starting materials: ClC1=C(C2=C(CC(O2)C(=O)O)C=C1C(C1=CC=CS1)=O)Cl (6,7-dichloro-2,3-dihydro-5-(2-thenoyl)-benzofuran-2-carboxylic acid), [BH4-].[K+] (potassium borohydride). Solvent: O (water), O (water). Conditions: temperature 25 celsius, time 2 hour. The product is ClC1=C(C2=C(CC(O2)C(=O)O)C=C1C(C=1SC=CC1)O)Cl (6,7-dichloro-2,3-dihydro-5-[hydroxy-(2-thienyl)methyl]benzofuran-2-carboxylic acid). As a reaction SMILES: [Cl:1][C:2]1[C:13]([C:14](=[O:20])[C:15]2[S:19][CH:18]=[CH:17][CH:16]=2)=[CH:12][C:5]2[CH2:6][CH:7]([C:9]([OH:11])=[O:10])[O:8][C:4]=2[C:3]=1[Cl:21].[BH4-].[K+]>O>[Cl:1][C:2]1[C:13]([CH:14]([OH:20])[C:15]2[S:19][CH:18]=[CH:17][CH:16]=2)=[CH:12][C:5]2[CH2:6][CH:7]([C:9]([OH:11])=[O:10])[O:8][C:4]=2[C:3]=1[Cl:21] |f:1.2|. Procedure: A magnetically stirred suspension of 3.4 g. (0.01 M) of 6,7-dichloro-2,3-dihydro-5-(2-thenoyl)-benzofuran-2-carboxylic acid and 100 ml. water is cooled to 5° C. in an icewater bath. A solution of 0.8 g. (0.0148 M) potassium borohydride and 20 ml. water is added dropwise to the above suspension over one-half hour. The resulting solution is stirred 2 hours at 25° C., filtered to remove some cloudiness and acidified with 6N HCl to give 6,7-dichloro-2,3-dihydro-5-[hydroxy-(2-thienyl)methyl]benzofura... Reactants: [Li].BrC=1C=C(C=C(C1)OC(F)(F)F)C(=CC(C(=O)OCC)=O)[O-] (Lithium 1-(3-bromo-5-trifluoromethoxyphenyl)-4-ethoxy-3,4-dioxobut-1-en-1-olate), ClC=1C=C(C=C(C1)F)C1=CC(=NN1C1=NC=CC=C1)C(=O)O (5-(3-Chloro-5-fluorophenyl)-1-(pyridin-2-yl)-1H-pyrazole-3-carboxylic acid), Cl.N1=CC(=CC=C1)NN (3-pyridylhydrazine hydrochloride). The product is BrC=1C=C(C=C(C1)OC(F)(F)F)C1=CC(=NN1C=1C=NC=CC1)C(=O)O (5-(3-Bromo-5-trifluoromethoxyphenyl)-1-(pyridin-3-yl)-1H-pyrazole-3-carboxylic acid). As a reaction SMILES: [Li].[Br:2][C:3]1[CH:4]=[C:5]([C:14]([O-])=[CH:15][C:16](=O)[C:17]([O:19]CC)=[O:18])[CH:6]=[C:7]([O:9][C:10]([F:13])([F:12])[F:11])[CH:8]=1.ClC1C=C(C2N(C3C=CC=CN=3)N=C(C(O)=O)C=2)C=C(F)C=1.Cl.[N:47]1[CH:52]=[CH:51][CH:50]=[C:49]([NH:53][NH2:54])[CH:48]=1>>[Br:2][C:3]1[CH:4]=[C:5]([C:14]2[N:53]([C:49]3[CH:48]=[N:47][CH:52]=[CH:51][CH:50]=3)[N:54]=[C:16]([C:17]([OH:19])=[O:18])[CH:15]=2)[CH:6]=[C:7]([O:9][C:10]([F:11])([F:12])[F:13])[CH:8]=1 |f:0.1,3.4,^1:0|. Reported procedure: 600 mg (1.39 mmol) of the compound of Example 5A is reacted analogously to the synthesis of the compound of Example 20A with 303 mg (2.08 mmol) of 3-pyridylhydrazine hydrochloride. After hydrolysis, 355 mg (60% of theory) of the title compound is obtained.